Dataset: the Open Reaction Database (ORD), a public repository of structured organic reaction records. Task: describe an organic reaction: reactants, conditions, products, and yield The solvent is C(C)OCC (diethyl ether). Reaction SMILES: [Si]([O:8][CH2:9][CH2:10][CH2:11][N:12]1[C:20]2[C:15](=[CH:16][CH:17]=[CH:18][CH:19]=2)[CH:14]=[CH:13]1)(C(C)(C)C)(C)C.[C:21](Cl)(=[O:25])[C:22](Cl)=[O:23].C(Cl)Cl.[CH3:30][O-:31].[Na+].CO>C(OCC)C>[OH:8][CH2:9][CH2:10][CH2:11][N:12]1[C:20]2[C:15](=[CH:16][CH:17]=[CH:18][CH:19]=2)[C:14]([C:21](=[O:25])[C:22]([O:31][CH3:30])=[O:23])=[CH:13]1 |f:3.4|. Reaction conditions: time 2 hour. Procedure details: To a solution of 1-[3-(tert-butyldimethylsilyloxy) propyl]-1H-indole (4.99 g, 17.2 mmol) in diethyl ether (20 mL) at 4° C. was added a 2.0 M solution of oxalyl chloride in methylene chloride (9.5 mL, 19.0 mmol). The resulting solution was allowed to warm to room temperature. After 2 h, the solution was cooled to −78° C. To this solution was added a 25% (w/w) solution of sodium methoxide in methanol (8.7 mL, 38.0 mmol). The resulting mixture was allowed to warm to room temperature and stirred for... The yield is 71.0%. The reactants are [Si](C)(C)(C(C)(C)C)OCCCN1C=CC2=CC=CC=C12 (1-[3-(tert-butyldimethylsilyloxy) propyl]-1H-indole), solution, C(C(=O)Cl)(=O)Cl (oxalyl chloride), C(Cl)Cl (methylene chloride), C[O-].[Na+] (sodium methoxide), CO (methanol). The product is EtOAc hexanes, OCCCN1C=C(C2=CC=CC=C12)C(C(=O)OC)=O (Methyl [1-(3-hydroxypropyl)-1H-indol-3-yl]oxoacetate). Yields the product NC(=O)c1c(OC2CCCNCC2)ccc2[nH]ncc12. As a reaction SMILES: [C:22]([OH:23])([CH3:24])([CH3:25])[CH3:26].[CH3:27][CH2:28][OH:29].[K+:2].[NH:3]1[CH2:4][CH2:5][CH:6]([O:10][c:11]2[c:12]([C:20]#[N:21])[c:13]3[cH:14][n:15][nH:16][c:17]3[cH:18][cH:19]2)[CH2:7][CH2:8][CH2:9]1.[OH-:1]>>[O:1]=[C:20]([c:12]1[c:11]([O:10][CH:6]2[CH2:5][CH2:4][NH:3][CH2:9][CH2:8][CH2:7]2)[cH:19][cH:18][c:17]2[c:13]1[cH:14][n:15][nH:16]2)[NH2:21]. Reactants: CC(C)(C)O, CCO, [K+], N#Cc1c(OC2CCCNCC2)ccc2[nH]ncc12, [OH-]. The reactants are Brc1ccc2c(c1)oc1ccccc12, ClC(Cl)Cl, O=S(=O)(O)Cl. Yields the product O=S(=O)(Cl)c1ccc2oc3cc(Br)ccc3c2c1. As a reaction SMILES: [Br:6][c:7]1[cH:8][cH:9][c:10]2[c:11]([o:12][c:13]3[c:14]2[cH:15][cH:16][cH:17][cH:18]3)[cH:19]1.[CH:20]([Cl:21])([Cl:22])[Cl:23].[Cl:1][S:2](=[O:3])(=[O:4])[OH:5]>>[Cl:1][S:2](=[O:3])(=[O:5])[c:16]1[cH:15][c:14]2[c:10]3[cH:9][cH:8][c:7]([Br:6])[cH:19][c:11]3[o:12][c:13]2[cH:18][cH:17]1. Reactants: COC(\C=C\C=1C=C2C(CC3(CN(CCC3)C(=O)OC(C)(C)C)OC2=CC1)=O)=O ((+)-(E)-3-[1′-Tert-butoxycarbonyl-4-oxo-spiro(chromane-2,3′-piperidine)-6-yl]-acrylic acid methyl ester), Cl (HCl). The solvent is C(Cl)Cl (DCM), O1CCOCC1 (dioxane). Run at time 3 hour. Yields the product Cl.COC(\C=C\C=1C=C2C(CC3(CNCCC3)OC2=CC1)=O)=O ((−)-(E)-3-[4-oxo-spiro(chromane-2,3′-piperidine)-6-yl]-acrylic acid methyl ester hydrochloride). As a reaction SMILES: [CH3:1][O:2][C:3](=[O:29])/[CH:4]=[CH:5]/[C:6]1[CH:7]=[C:8]2[C:25](=[CH:26][CH:27]=1)[O:24][C:11]1([CH2:16][CH2:15][CH2:14][N:13](C(OC(C)(C)C)=O)[CH2:12]1)[CH2:10][C:9]2=[O:28].[ClH:30]>C(Cl)Cl.O1CCOCC1>[ClH:30].[CH3:1][O:2][C:3](=[O:29])/[CH:4]=[CH:5]/[C:6]1[CH:7]=[C:8]2[C:25](=[CH:26][CH:27]=1)[O:24][C:11]1([CH2:16][CH2:15][CH2:14][NH:13][CH2:12]1)[CH2:10][C:9]2=[O:28] |f:4.5|. Procedure: (+)-(E)-3-[1′-Tert-butoxycarbonyl-4-oxo-spiro(chromane-2,3′-piperidine)-6-yl]-acrylic acid methyl ester (710 mg, 1.77 mmol) was dissolved in DCM (50 ml). 4 M HCl in dioxane (2 ml) was added and the mixture was stirred at RT for 3 h. The precipitate was filtered, washed with DCM and dried to give (−)-(E)-3-[4-oxo-spiro(chromane-2,3′-piperidine)-6-yl]-acrylic acid methyl ester hydrochloride (516 mg) The reactants are ClC1=C(C=C(C=N1)O)F (6-chloro-5-fluoro-pyridin-3-ol), COCCO (2-methoxy-ethanol), C1(=CC=CC=C1)P(C1=CC=CC=C1)C1=CC=CC=C1 (triphenylphosphine), CC(C)OC(=O)/N=N/C(=O)OC(C)C (DIAD). The solvent is [Cl-].[Na+].O (brine), O (water), CCOC(=O)C (EtOAc), C1CCOC1 (THF), C1CCOC1 (THF). Run at time 20 hour. Yields the product ClC1=NC=C(C=C1F)OCCOC (2-Chloro-3-fluoro-5-(2-methoxy-ethoxy)-pyridine). Reaction SMILES: [Cl:1][C:2]1[N:7]=[CH:6][C:5]([OH:8])=[CH:4][C:3]=1[F:9].[CH3:10][O:11][CH2:12][CH2:13]O.C1(P(C2C=CC=CC=2)C2C=CC=CC=2)C=CC=CC=1.CC(OC(/N=N/C(OC(C)C)=O)=O)C>C1COCC1.[Cl-].[Na+].O.CCOC(C)=O.O>[Cl:1][C:2]1[C:3]([F:9])=[CH:4][C:5]([O:8][CH2:13][CH2:12][O:11][CH3:10])=[CH:6][N:7]=1 |f:5.6.7|. Procedure: To a solution of 6-chloro-5-fluoro-pyridin-3-ol (CAS registry 870062-76-3) (800 mg, 5.42 mmol), 2-methoxy-ethanol (454 mg, 0.471 ml, 5.96 mmol) and triphenylphosphine (2.199 g, 8.13 mmol) in THF (40 ml) was added dropwise a solution of DIAD (1.731 g, 8.13 mmol) in THF (20 ml) while keeping the temperature at 0-5° C. The reaction mixture was stirred for 20 h at room temperature, water and brine were added and the mixture was diluted with EtOAc. The aqueous layer was twice extracted with EtOAc, th... Yields the product FC(C(/C=C/C(=O)OC(C)(C)C)C)(F)F ((E)-tert-Butyl 5,5,5-trifluoro-4-methylpent-2-enoate). Yield: 40.6%. Starting materials: FC(C(C=O)C)(F)F (3,3,3-trifluoro-2-methylpropanal), COP(=O)(OC)CC(=O)OC(C)(C)C (tert-butyl 2-(dimethoxyphosphoryl)acetate), [H-].[Na+] (NaH). Procedure: A solution of tert-butyl 2-(dimethoxyphosphoryl)acetate (9.78 g, 43.6 mmol) in THF (10 mL) was slowly transferred to a suspension of NaH (60% dispersion in mineral oil) (1.903 g, 47.6 mmol) in THF (30 mL) at 0° C. under a nitrogen atmosphere. After the addition was complete, the reaction mixture was stirred at 0° C. for 10 min, and then warmed to room temperature. After being stirred for 30 min, the reaction mixture was cooled to 0° C. again, and a solution of 3,3,3-trifluoro-2-methylpropanal (5... Solvent: C1CCOC1 (THF), C1CCOC1 (THF), C1CCOC1 (THF). RXN SMILES: COP([CH2:7][C:8]([O:10][C:11]([CH3:14])([CH3:13])[CH3:12])=[O:9])(OC)=O.[H-].[Na+].[F:17][C:18]([F:24])([F:23])[CH:19]([CH3:22])[CH:20]=O>C1COCC1>[F:17][C:18]([F:24])([F:23])[CH:19]([CH3:22])/[CH:20]=[CH:7]/[C:8]([O:10][C:11]([CH3:14])([CH3:13])[CH3:12])=[O:9] |f:1.2|. Reaction conditions: temperature 0 celsius, time 10 minute. Starting materials: N#Cc1ccc(C=O)cc1, CCO, NN, NNS(=O)(=O)c1ccccc1. The product is N#Cc1ccc(C=NNS(=O)(=O)c2ccccc2)cc1. Reaction SMILES: [C:12](#[N:13])[c:14]1[cH:15][cH:16][c:17]([CH:18]=[O:19])[cH:20][cH:21]1.[CH3:24][CH2:25][OH:26].[NH2:22][NH2:23].[c:1]1([S:7](=[O:8])(=[O:9])[NH:10][NH2:11])[cH:2][cH:3][cH:4][cH:5][cH:6]1>>[c:1]1([S:7](=[O:8])(=[O:9])[NH:10][N:11]=[CH:18][c:17]2[cH:16][cH:15][c:14]([C:12]#[N:13])[cH:21][cH:20]2)[cH:2][cH:3][cH:4][cH:5][cH:6]1. Starting materials: Cc1c(Cn2c(C)nc3c(Br)cc(N4CCOCC4)cc32)cccc1C(F)(F)F, O=C([O-])[O-], C1COCCO1, CB1OB(C)OB(C)O1, [K+], [K+], O, c1ccc(P(c2ccccc2)(c2ccccc2)[Pd](P(c2ccccc2)(c2ccccc2)c2ccccc2)(P(c2ccccc2)(c2ccccc2)c2ccccc2)P(c2ccccc2)(c2ccccc2)c2ccccc2)cc1. Product: Cc1c(Cn2c(C)nc3c(C)cc(N4CCOCC4)cc32)cccc1C(F)(F)F. RXN SMILES: [Br:1][c:2]1[cH:3][c:4]([N:24]2[CH2:25][CH2:26][O:27][CH2:28][CH2:29]2)[cH:5][c:6]2[n:7]([CH2:12][c:13]3[c:14]([CH3:23])[c:15]([C:19]([F:20])([F:21])[F:22])[cH:16][cH:17][cH:18]3)[c:8]([CH3:11])[n:9][c:10]12.[C:39](=[O:40])([O-:41])[O-:42].[CH2:46]1[O:47][CH2:48][CH2:49][O:50][CH2:51]1.[CH3:30][B:31]1[O:32][B:33]([CH3:34])[O:35][B:36]([CH3:37])[O:38]1.[K+:43].[K+:44].[OH2:45].[cH:52]1[cH:53][cH:54][c:55]([P:56]([Pd:57]([P:58]([c:59]2[cH:60][cH:61][cH:62][cH:63][cH:64]2)([c:65]2[cH:66][cH:67][cH:68][cH:69][cH:70]2)[c:71]2[cH:72][cH:73][cH:74][cH:75][cH:76]2)([P:77]([c:78]2[cH:79][cH:80][cH:81][cH:82][cH:83]2)([c:84]2[cH:85][cH:86][cH:87][cH:88][cH:89]2)[c:90]2[cH:91][cH:92][cH:93][cH:94][cH:95]2)[P:96]([c:97]2[cH:98][cH:99][cH:100][cH:101][cH:102]2)([c:103]2[cH:104][cH:105][cH:106][cH:107][cH:108]2)[c:109]2[cH:110][cH:111][cH:112][cH:113][cH:114]2)([c:115]2[cH:116][cH:117][cH:118][cH:119][cH:120]2)[c:121]2[cH:122][cH:123][cH:124][cH:125][cH:126]2)[cH:127][cH:128]1>>[c:2]1([CH3:30])[cH:3][c:4]([N:24]2[CH2:25][CH2:26][O:27][CH2:28][CH2:29]2)[cH:5][c:6]2[n:7]([CH2:12][c:13]3[c:14]([CH3:23])[c:15]([C:19]([F:20])([F:21])[F:22])[cH:16][cH:17][cH:18]3)[c:8]([CH3:11])[n:9][c:10]12. RXN SMILES: [CH2:1]([O:3][C:4]([C:6]1[CH2:7][CH2:8][N:9]2[C:14](=[O:15])[CH2:13][O:12][CH2:11][C:10]=12)=[O:5])[CH3:2]>C(O)(=O)C.C(Cl)Cl.[Pt](=O)=O>[CH2:1]([O:3][C:4]([CH:6]1[CH:10]2[CH2:11][O:12][CH2:13][C:14](=[O:15])[N:9]2[CH2:8][CH2:7]1)=[O:5])[CH3:2]. Isolated yield 102.2%. Reaction conditions: time 18 hour. Reagents/catalysts: [Pt](=O)=O (platinum dioxide). Reported procedure: A solution of 68 (1.056 g, 5.0 mmol) in 25 ml of acetic acid is hydrogenated over 1.056 g of platinum dioxide at RT and normal pressure for 18 hours. The black suspension is diluted with 20 ml of DCM and filtered through a pad of celite. The filtrate is evaporated to give 1.09 g of a yellow oil which is purified by chromatography (Silica gel 60, 0.063-0.2 mesh, ethyl acetate/ethanol 9:1). Solvent: C(C)(=O)O (acetic acid), C(Cl)Cl (DCM). The product is C(C)OC(=O)C1CCN2C1COCC2=O ((8RS,8aSR)-4-Oxo-hexahydro-pyrrolo[2,1-c][1,4]oxazine-8-carboxylic acid ethyl ester). The reactants are C(C)OC(=O)C=1CCN2C1COCC2=O (4-Oxo-3,4,6,7-tetrahydro-1H-pyrrolo[2,1-c][1,4]oxazine-8-carboxylic acid ethyl ester).